Dataset: the Open Reaction Database (ORD), a public repository of structured organic reaction records. Task: describe an organic reaction: reactants, conditions, products, and yield Reactants: CC(C)(C)OC(=O)c1ccc(CBr)cc1, O=C([O-])[O-], CCCc1cc(C(=O)OCC)n[nH]1, [K+], [K+], CN(C)C=O. The product is CCCc1cc(C(=O)OCC)nn1Cc1ccc(C(=O)OC(C)(C)C)cc1. RXN SMILES: [C:1]([CH3:2])([CH3:3])([CH3:4])[O:5][C:6]([c:7]1[cH:8][cH:9][c:10]([CH2:13][Br:14])[cH:11][cH:12]1)=[O:15].[C:29](=[O:30])([O-:31])[O-:32].[CH2:16]([CH3:17])[O:18][C:19](=[O:20])[c:21]1[n:22][nH:23][c:24]([CH2:26][CH2:27][CH3:28])[cH:25]1.[K+:33].[K+:34].[O:35]=[CH:36][N:37]([CH3:38])[CH3:39]>>[C:1]([CH3:2])([CH3:3])([CH3:4])[O:5][C:6]([c:7]1[cH:8][cH:9][c:10]([CH2:13][n:23]2[n:22][c:21]([C:19]([O:18][CH2:16][CH3:17])=[O:20])[cH:25][c:24]2[CH2:26][CH2:27][CH3:28])[cH:11][cH:12]1)=[O:15]. Starting materials: CN1[C@@H](CCC1C)COC=1C=NC=CC1 (3-((1,5-dimethyl-2-(S)-pyrrolidinyl)methoxy)pyridine), Cl (HCl). Solvent: CCOCC (ether). Product: Cl.Cl.CN1[C@@H](CC[C@H]1C)COC=1C=NC=CC1 (3-((trans-1,5-dimethyl-2-(S)-pyrrolidinyl)methoxy)pyridine dihydrochloride). Reaction SMILES: [CH3:1][N:2]1[CH:6]([CH3:7])[CH2:5][CH2:4][C@H:3]1[CH2:8][O:9][C:10]1[CH:11]=[N:12][CH:13]=[CH:14][CH:15]=1.[ClH:16]>CCOCC>[ClH:16].[ClH:16].[CH3:1][N:2]1[C@H:6]([CH3:7])[CH2:5][CH2:4][C@H:3]1[CH2:8][O:9][C:10]1[CH:11]=[N:12][CH:13]=[CH:14][CH:15]=1 |f:3.4.5|. Procedure: A 25 mg sample of the compound of compound from step 89a was treated with HCl in ether according to Example 14c to afford 37 mg of the title compound. MS (DCI/NH3) m/e: 207 (M+H)+. 1H NMR (D2O, 300 MHz) δ: 8.42-8.38 (m, 1H), 8.34-8.28 (m, 11), 7.80-7.76 (m, 1H1), 7.67-7.63 (m, 1H), 4.60-4.54 (m, 11H), 4.47-4.41 (m, 1H), 4.03-3.95 (m, 1H), 3.62-3.52 (m, 1H), 3.03 (s, 3H), 2.40-2.30 (m, 2H), 2.13-2.03 (m, 1H1), 1.93-1.80 (m, 1H), 1.47 (d, J=6.7 Hz, 3H). [α]25D =+15.420 (c=0.50, methanol). Anal. Ca... Starting materials: O=C1CCN(Cc2ccccc2)CC1, CCOCC, N#C[K], [Na+], O, O=S(=O)([O-])O. Yields the product N#CC1(O)CCN(Cc2ccccc2)CC1. Reaction SMILES: [CH2:1]([c:2]1[cH:3][cH:4][cH:5][cH:6][cH:7]1)[N:8]1[CH2:9][CH2:10][C:11](=[O:14])[CH2:12][CH2:13]1.[CH3:25][CH2:26][O:27][CH2:28][CH3:29].[K:21][C:22]#[N:23].[Na+:20].[OH2:24].[S:15](=[O:16])(=[O:17])([OH:18])[O-:19]>>[CH2:1]([c:2]1[cH:3][cH:4][cH:5][cH:6][cH:7]1)[N:8]1[CH2:9][CH2:10][C:11]([OH:14])([C:22]#[N:23])[CH2:12][CH2:13]1. Reaction SMILES: [CH2:2]([N+:3]([CH2:4][CH2:5][CH2:6][CH3:7])([CH2:8][CH2:9][CH2:10][CH3:11])[CH2:12][CH2:13][CH2:14][CH3:15])[CH2:16][CH2:17][CH3:18].[CH3:66][CH2:67][O:68][C:69](=[O:70])[CH3:71].[Cl:19][c:20]1[c:21]([C:22](=[O:23])[NH:24][CH:25]([CH2:26][NH:27][C:28](=[O:29])[O:30][C:31]([CH3:32])([CH3:33])[CH3:34])[C:35](=[O:36])[OH:37])[c:38]([CH3:60])[cH:39][c:40]([C:42](=[O:43])[NH:44][CH2:45][c:46]2[cH:47][c:48]([O:52][Si:53]([C:54]([CH3:55])([CH3:56])[CH3:57])([CH3:58])[CH3:59])[cH:49][cH:50][cH:51]2)[cH:41]1.[F-:1].[O:61]1[CH2:62][CH2:63][CH2:64][CH2:65]1>>[Cl:19][c:20]1[c:21]([C:22](=[O:23])[NH:24][CH:25]([CH2:26][NH:27][C:28](=[O:29])[O:30][C:31]([CH3:32])([CH3:33])[CH3:34])[C:35](=[O:36])[OH:37])[c:38]([CH3:60])[cH:39][c:40]([C:42](=[O:43])[NH:44][CH2:45][c:46]2[cH:47][c:48]([OH:52])[cH:49][cH:50][cH:51]2)[cH:41]1. Product: Cc1cc(C(=O)NCc2cccc(O)c2)cc(Cl)c1C(=O)NC(CNC(=O)OC(C)(C)C)C(=O)O. The reactants are CCCC[N+](CCCC)(CCCC)CCCC, CCOC(C)=O, Cc1cc(C(=O)NCc2cccc(O[Si](C)(C)C(C)(C)C)c2)cc(Cl)c1C(=O)NC(CNC(=O)OC(C)(C)C)C(=O)O, [F-], C1CCOC1. RXN SMILES: [B-:27]([F:28])([F:29])([F:30])[F:31].[CH2:49]1[CH2:50][S:51][CH2:52][CH2:53][NH:54]1.[CH3:64][N:65]([CH3:66])[CH:67]=[O:68].[CH:1]1([N:6]2[CH2:7][CH2:8][N:9]([C:12](=[O:13])[c:14]3[cH:15][c:16]4[cH:17][c:18]([C:23](=[O:24])[OH:25])[nH:19][c:20]4[cH:21][cH:22]3)[CH2:10][CH2:11]2)[CH2:2][CH2:3][CH2:4][CH2:5]1.[CH:55]([N:56]([CH2:57][CH3:58])[CH:59]([CH3:60])[CH3:61])([CH3:62])[CH3:63].[ClH:26].[n:32]1([O:33][C:34]([N:35]([CH3:36])[CH3:37])=[N+:38]([CH3:39])[CH3:40])[c:41]2[cH:42][cH:43][cH:44][cH:45][c:46]2[n:47][n:48]1>>[CH:1]1([N:6]2[CH2:7][CH2:8][N:9]([C:12](=[O:13])[c:14]3[cH:15][c:16]4[cH:17][c:18]([C:23](=[O:25])[N:54]5[CH2:49][CH2:50][S:51][CH2:52][CH2:53]5)[nH:19][c:20]4[cH:21][cH:22]3)[CH2:10][CH2:11]2)[CH2:2][CH2:3][CH2:4][CH2:5]1. Reactants: F[B-](F)(F)F, C1CSCCN1, CN(C)C=O, O=C(O)c1cc2cc(C(=O)N3CCN(C4CCCC4)CC3)ccc2[nH]1, CCN(C(C)C)C(C)C, Cl, CN(C)C(On1nnc2ccccc21)=[N+](C)C. Yields the product O=C(c1ccc2[nH]c(C(=O)N3CCSCC3)cc2c1)N1CCN(C2CCCC2)CC1. The reactants are [Si](C)(C)(C(C)(C)C)OCC1(CC=2N(CCS1)C(=NN2)C2(CC2)C2=CC=C(C=C2)B2OC(C(O2)(C)C)(C)C)C (8-({[Tert-butyl(dimethyl)silyl]oxy}methyl)-8-methyl-3-{1-[4-(4,4,5,5-tetramethyl-1,3,2-dioxaborolan-2-yl)phenyl]cyclopropyl}-5,6,8,9-tetrahydro[1,2,4]triazolo[4,3-d][1,4]thiazepine), BrC1=NC=CC=C1 (2-bromopyridine), C([O-])([O-])=O.[K+].[K+] (potassium carbonate). The reagents and catalysts are C=1C=CC(=CC1)[P](C=2C=CC=CC2)(C=3C=CC=CC3)[Pd]([P](C=4C=CC=CC4)(C=5C=CC=CC5)C=6C=CC=CC6)([P](C=7C=CC=CC7)(C=8C=CC=CC8)C=9C=CC=CC9)[P](C=1C=CC=CC1)(C=1C=CC=CC1)C=1C=CC=CC1 (tetrakis(triphenylphosphine)palladium(0)). Procedure: A solution of the compound (555 mg, 1.0 mmol) obtained in Example 16-5), 2-bromopyridine (243 mg, 2 mmol), tetrakis(triphenylphosphine)palladium(0) (231 mg, 0.2 mmol), and potassium carbonate (276 mg, 2 mmol) in dimethoxyethane (4 mL) and water (1 mL) was stirred at 100° C. for 30 min under microwave irradiation. The reaction mixture was cooled to room temperature and purified by silica gel chromatography (Isco Combiflash, 40 g, methanol:ethyl acetate=0:100 to 20:80, gradient) to obtain the titl... The product is [Si](C)(C)(C(C)(C)C)OCC1(CC=2N(CCS1)C(=NN2)C2(CC2)C2=CC=C(C=C2)C2=NC=CC=C2)C (8-({[Tert-butyl(dimethyl)silyl]oxy}methyl)-8-methyl-3-[1-(4-pyridin-2-ylphenyl)cyclopropyl]-5,6,8,9-tetrahydro[1,2,4]triazolo[4,3-d][1,4]thiazepine). As a reaction SMILES: [Si:1]([O:8][CH2:9][C:10]1([CH3:38])[S:16][CH2:15][CH2:14][N:13]2[C:17]([C:20]3([C:23]4[CH:28]=[CH:27][C:26](B5OC(C)(C)C(C)(C)O5)=[CH:25][CH:24]=4)[CH2:22][CH2:21]3)=[N:18][N:19]=[C:12]2[CH2:11]1)([C:4]([CH3:7])([CH3:6])[CH3:5])([CH3:3])[CH3:2].Br[C:40]1[CH:45]=[CH:44][CH:43]=[CH:42][N:41]=1.C(=O)([O-])[O-].[K+].[K+]>C(COC)OC.O.C1C=CC([P]([Pd]([P](C2C=CC=CC=2)(C2C=CC=CC=2)C2C=CC=CC=2)([P](C2C=CC=CC=2)(C2C=CC=CC=2)C2C=CC=CC=2)[P](C2C=CC=CC=2)(C2C=CC=CC=2)C2C=CC=CC=2)(C2C=CC=CC=2)C2C=CC=CC=2)=CC=1>[Si:1]([O:8][CH2:9][C:10]1([CH3:38])[S:16][CH2:15][CH2:14][N:13]2[C:17]([C:20]3([C:23]4[CH:28]=[CH:27][C:26]([C:40]5[CH:45]=[CH:44][CH:43]=[CH:42][N:41]=5)=[CH:25][CH:24]=4)[CH2:22][CH2:21]3)=[N:18][N:19]=[C:12]2[CH2:11]1)([C:4]([CH3:7])([CH3:6])[CH3:5])([CH3:3])[CH3:2] |f:2.3.4,^1:62,64,83,102|. Isolated yield 68.3%. Run in C(OC)COC (dimethoxyethane), O (water).